Dataset: the Open Reaction Database (ORD), a public repository of structured organic reaction records. Task: describe an organic reaction: reactants, conditions, products, and yield The reactants are FC1=C(C=CC(=C1)I)NC1=C(C(=O)O)C=CN=C1 (3-[(2-fluoro-4-iodophenyl)amino]isonicotinic acid), FC1=C(C=CC(=C1)I)NC1=C(C(=O)O)C=CN=C1 (3-[(2-fluoro-4-iodophenyl)amino]isonicotinic acid), C12C(CC(CC1)C2)N (bicyclo[2.2.1]hept-2-ylamine). Yields the product C12C(CC(CC1)C2)NC(C2=C(C=NC=C2)NC2=C(C=C(C=C2)I)F)=O (N-bicyclo[2.2.1]hept-2-yl-3-[(2-fluoro-4-iodophenyl)amino]isonicotinamide). RXN SMILES: [F:1][C:2]1[CH:7]=[C:6]([I:8])[CH:5]=[CH:4][C:3]=1[NH:9][C:10]1[CH:18]=[N:17][CH:16]=[CH:15][C:11]=1[C:12]([OH:14])=O.[CH:19]12[CH2:25][CH:22]([CH2:23][CH2:24]1)[CH2:21][CH:20]2[NH2:26]>>[CH:19]12[CH2:25][CH:22]([CH2:23][CH2:24]1)[CH2:21][CH:20]2[NH:26][C:12](=[O:14])[C:11]1[CH:15]=[CH:16][N:17]=[CH:18][C:10]=1[NH:9][C:3]1[CH:4]=[CH:5][C:6]([I:8])=[CH:7][C:2]=1[F:1]. Procedure details: N-bicyclo[2.2.1]hept-2-yl-3-[(2-fluoro-4-iodophenyl)amino]isonicotinamide was synthesized according to the procedure for General Method 1, outlined above, starting with 0.31 mmol of 3-[(2-fluoro-4-iodophenyl)amino]isonicotinic acid (intermediate 1) and 0.45 mmol of bicyclo[2.2.1]hept-2-ylamine. LC/MS [10.01 min; 452 (M+1)] The reactants are O=C([O-])[O-], CCOC(=O)c1cc(C(F)(F)F)n[nH]1, CC(C)(C)OC(=O)N1CCC(I)CC1, [K+], [K+], CN(C)C=O, O. The product is CCOC(=O)c1cc(C(F)(F)F)nn1C1CCN(C(=O)OC(C)(C)C)CC1. Reaction SMILES: [C:29](=[O:30])([O-:31])[O-:32].[F:15][C:16]([c:17]1[n:18][nH:19][c:20]([C:22](=[O:23])[O:24][CH2:25][CH3:26])[cH:21]1)([F:27])[F:28].[I:1][CH:2]1[CH2:3][CH2:4][N:5]([C:8](=[O:9])[O:10][C:11]([CH3:12])([CH3:13])[CH3:14])[CH2:6][CH2:7]1.[K+:33].[K+:34].[O:36]=[CH:37][N:38]([CH3:39])[CH3:40].[OH2:35]>>[CH:2]1([n:19]2[n:18][c:17]([C:16]([F:15])([F:27])[F:28])[cH:21][c:20]2[C:22](=[O:23])[O:24][CH2:25][CH3:26])[CH2:3][CH2:4][N:5]([C:8](=[O:9])[O:10][C:11]([CH3:12])([CH3:13])[CH3:14])[CH2:6][CH2:7]1.